From a dataset of the Open Reaction Database (ORD), a public repository of structured organic reaction records. describe an organic reaction: reactants, conditions, products, and yield The reactants are COC1=NC=C(C=C1)B(O)O (2-methoxy-5-pyridineboronic acid), FC(S(=O)(=O)OC1=C2C[C@@H](COC2=CC=C1)N(CC1=CC=CC=C1)CC1=CC=CC=C1)(F)F ((3S)-3-(dibenzylamino)-3,4-dihydro-2H-chromen-5-yl trifluoromethanesulfonate). The product is C(C1=CC=CC=C1)N([C@@H]1COC2=CC=CC(=C2C1)C=1C=NC(=CC1)OC)CC1=CC=CC=C1 ((3S)-N,N-dibenzyl-5-(6-methoxypyridin-3-yl)chroman-3-amine). Isolated yield 84.0%. Reaction SMILES: [CH3:1][O:2][C:3]1[CH:8]=[CH:7][C:6](B(O)O)=[CH:5][N:4]=1.FC(F)(F)S(O[C:18]1[CH:27]=[CH:26][CH:25]=[C:24]2[C:19]=1[CH2:20][C@H:21]([N:28]([CH2:36][C:37]1[CH:42]=[CH:41][CH:40]=[CH:39][CH:38]=1)[CH2:29][C:30]1[CH:35]=[CH:34][CH:33]=[CH:32][CH:31]=1)[CH2:22][O:23]2)(=O)=O>>[CH2:36]([N:28]([CH2:29][C:30]1[CH:35]=[CH:34][CH:33]=[CH:32][CH:31]=1)[C@H:21]1[CH2:20][C:19]2[C:24](=[CH:25][CH:26]=[CH:27][C:18]=2[C:6]2[CH:5]=[N:4][C:3]([O:2][CH3:1])=[CH:8][CH:7]=2)[O:23][CH2:22]1)[C:37]1[CH:38]=[CH:39][CH:40]=[CH:41][CH:42]=1. Procedure: The title compound was synthesized as described for Intermediate example I-2 in 84% yield, starting from 2-methoxy-5-pyridineboronic acid (1.7 equiv) and (3S)-3-(dibenzylamino)-3,4-dihydro-2H-chromen-5-yl trifluoromethanesulfonate; MS (ESI) m/z 437[M+H+]. Reactants: Br, CCC(CC)C(c1ccc2nc(N)sc2c1)n1ccnc1, CC#N, O=N[O-], [Na+], [Na+], O=C([O-])O, O. Yields the product CCC(CC)C(c1ccc2nc(Br)sc2c1)n1ccnc1. RXN SMILES: [BrH:22].[CH2:1]([CH3:2])[CH:3]([CH:4]([n:5]1[cH:6][n:7][cH:8][cH:9]1)[c:10]1[cH:11][c:12]2[c:13]([n:14][c:15]([NH2:17])[s:16]2)[cH:18][cH:19]1)[CH2:20][CH3:21].[CH3:33][C:34]#[N:35].[N:23]([O-:24])=[O:25].[Na+:26].[Na+:31].[O-:27][C:28]([OH:29])=[O:30].[OH2:32]>>[CH2:1]([CH3:2])[CH:3]([CH:4]([n:5]1[cH:6][n:7][cH:8][cH:9]1)[c:10]1[cH:11][c:12]2[c:13]([n:14][c:15]([Br:22])[s:16]2)[cH:18][cH:19]1)[CH2:20][CH3:21].